This data is from the Open Reaction Database (ORD), a public repository of structured organic reaction records. The task is: describe an organic reaction: reactants, conditions, products, and yield Reactants: Cl.N1C=CC=2C1=NC=CC2OC2=C(C=C(C=C2)NC2=CC=NC=C2C(=O)NC2=C(C=C(C=C2)F)F)F (4-(4-(1H-Pyrrolo[2,3-b]pyridin-4-yloxy)-3-fluorophenylamino)-N-(2,4-difluorophenyl)nicotinamide, hydrochloride salt), Cl.N1C=CC=2C1=NC=CC2OC2=C(C=C(C=C2)NC2=CC=NC=C2C(=O)NC2=C(C=C(C=C2)F)F)F (4-(4-(1H-Pyrrolo[2,3-b]pyridin-4-yloxy)-3-fluorophenylamino)-N-(2,4-difluorophenyl)nicotinamide, hydrochloride salt), FC1=C(C(=O)O)C=CC=N1 (2-fluoronicotinic acid), Cl (HCl). The solvent is CN1CCCC1=O (NMP). Conditions: temperature 120 celsius, time 6 hour. Product: N1C=CC=2C1=NC=CC2OC2=C(C=C(C=C2)NC2=C(C(=O)O)C=CC=N2)F (2-(4-(1H-Pyrrolo[2,3-b]pyridin-4-yloxy)-3-fluorophenylamino)nicotinic acid). The yield is 85.0%. As a reaction SMILES: Cl.[NH:2]1[C:6]2=[N:7][CH:8]=[CH:9][C:10]([O:11][C:12]3[CH:17]=[CH:16][C:15]([NH:18]C4C(C(NC5C=CC(F)=CC=5F)=O)=CN=CC=4)=[CH:14][C:13]=3[F:36])=[C:5]2[CH:4]=[CH:3]1.F[C:38]1[N:46]=[CH:45][CH:44]=[CH:43][C:39]=1[C:40]([OH:42])=[O:41].Cl>CN1C(=O)CCC1>[NH:2]1[C:6]2=[N:7][CH:8]=[CH:9][C:10]([O:11][C:12]3[CH:17]=[CH:16][C:15]([NH:18][C:38]4[N:46]=[CH:45][CH:44]=[CH:43][C:39]=4[C:40]([OH:42])=[O:41])=[CH:14][C:13]=3[F:36])=[C:5]2[CH:4]=[CH:3]1 |f:0.1|. Reported procedure: To a homogeneous mixture of 4-(1H-pyrrolo[2,3-b]pyridin-4-yloxy)-3-fluorobenzenamine (0.10 g, 0.42 mmol, Compound C of Example 1) and 2-fluoronicotinic acid (Aldrich, 0.084 g, 0.59 mmol), in anhydrous NMP (0.50 mL), was added HCl (4N in 1,4-dioxane, 0.42 mL, 1.7 mmol). The mixture was microwaved in a CEM Explorer PLS microwave system (300 W). The temperature was measured with an IR temperature sensor and maintained at 120° C. for two hours followed by 140° C. for six hours. The reaction mixture ... The reactants are C1CCOC1, CO, CC1CCCN1C(=O)C1CCNC1. Product: CC1CCCN1CC1CCNC1. As a reaction SMILES: [CH2:16]1[O:17][CH2:18][CH2:19][CH2:20]1.[CH3:14][OH:15].[CH3:1][CH:2]1[N:3]([C:7](=[O:8])[CH:9]2[CH2:10][NH:11][CH2:12][CH2:13]2)[CH2:4][CH2:5][CH2:6]1>>[CH3:1][CH:2]1[N:3]([CH2:7][CH:9]2[CH2:10][NH:11][CH2:12][CH2:13]2)[CH2:4][CH2:5][CH2:6]1. Reactants: Cl (hydrochloric acid), [OH-].[Na+] (sodium hydroxide), NC(CO)CO (2-aminopropane-1,3-diol), C(C1=CC=CC=C1)N1CCC(CC1)=O (1-benzyl-4-piperidone), C(C)(=O)O[BH-](OC(C)=O)OC(C)=O.[Na+] (sodium triacetoxyborohydride). The solvent is C(Cl)Cl (methylene chloride), O (water), C(Cl)Cl (methylene chloride). Run at time 8 hour. Yields the product C(C1=CC=CC=C1)N1CCC(CC1)NC(CO)CO (1-benzyl-4-(1,3-dihydroxyprop-2-ylamino)-piperdine). Yield: 91.5%. As a reaction SMILES: [NH2:1][CH:2]([CH2:5][OH:6])[CH2:3][OH:4].[CH2:7]([N:14]1[CH2:19][CH2:18][C:17](=O)[CH2:16][CH2:15]1)[C:8]1[CH:13]=[CH:12][CH:11]=[CH:10][CH:9]=1.C(O[BH-](OC(=O)C)OC(=O)C)(=O)C.[Na+].Cl.[OH-].[Na+]>C(Cl)Cl.O>[CH2:7]([N:14]1[CH2:19][CH2:18][CH:17]([NH:1][CH:2]([CH2:5][OH:6])[CH2:3][OH:4])[CH2:16][CH2:15]1)[C:8]1[CH:13]=[CH:12][CH:11]=[CH:10][CH:9]=1 |f:2.3,5.6|. Procedure details: 2.75 g of 2-aminopropane-1,3-diol and 5.9 g of 1-benzyl-4-piperidone are dissolved in 60 ml of methylene chloride and a total of 9.9 g of sodium triacetoxyborohydride are added batchwise while cooling with ice. The mixture is left to stand overnight at ambient temperature. 60 ml of methylene chloride and some water are added, then conc. hydrochloric acid is added while cooling with ice until an acidic reaction is obtained. The mixture is stirred for about another 15 min. while cooling and then m... The reactants are [Cl-].[Al+3].[Cl-].[Cl-] (Aluminium chloride), O(C1=CC=CC=C1)CC1=NN=NN1 (5-(phenoxymethyl) tetrazole), ClCC(=O)Cl (chloroacetyl chloride). Run in ClCCCl (1,2-dichloroethane). Reaction conditions: time 8 hour. Product: ClCC(=O)C1=CC=C(OCC2=NN=NN2)C=C1 (5-(4-chloroacetylphenoxymethyl)tetrazole). Reaction SMILES: [Cl-].[Al+3].[Cl-].[Cl-].[O:5]([CH2:12][C:13]1[NH:17][N:16]=[N:15][N:14]=1)[C:6]1[CH:11]=[CH:10][CH:9]=[CH:8][CH:7]=1.[Cl:18][CH2:19][C:20](Cl)=[O:21]>ClCCCl>[Cl:18][CH2:19][C:20]([C:9]1[CH:10]=[CH:11][C:6]([O:5][CH2:12][C:13]2[NH:17][N:16]=[N:15][N:14]=2)=[CH:7][CH:8]=1)=[O:21] |f:0.1.2.3|. Procedure: Aluminium chloride (30.3 g) was added to a stirred mixture of the product of step (i) above (10 g) and chloroacetyl chloride (19.3 g) in dry 1,2-dichloroethane and stirring continued overnight. The mixture was concentrated to about half volume on the steam bath, cooled and added to an ice/hydrochloric acid mixture. After stirring for 15 minutes the solid was collected and, on recrystallisation from methanol/water, gave 5-(4-chloroacetylphenoxymethyl)tetrazole, 7.5 g: m.p. 194°-196° C.; NMR (d6DM... The reactants are C1CCOC1, OC(CF)CF, CC(C)OC(=O)N=NC(=O)OC(C)C, COC(=O)c1cc(O)cc(OCc2ccccc2)c1, c1ccc(P(c2ccccc2)c2ccccc2)cc1. Yields the product COC(=O)c1cc(OCc2ccccc2)cc(OC(CF)CF)c1. As a reaction SMILES: [CH2:59]1[O:60][CH2:61][CH2:62][CH2:63]1.[F:34][CH2:35][CH:36]([CH2:37][F:38])[OH:39].[O:1]=[C:2]([O:3][CH:4]([CH3:5])[CH3:6])[N:7]=[N:8][C:9]([O:10][CH:11]([CH3:12])[CH3:13])=[O:14].[OH:15][c:16]1[cH:17][c:18]([C:19](=[O:20])[O:21][CH3:22])[cH:23][c:24]([O:26][CH2:27][c:28]2[cH:29][cH:30][cH:31][cH:32][cH:33]2)[cH:25]1.[c:40]1([P:41]([c:42]2[cH:43][cH:44][cH:45][cH:46][cH:47]2)[c:48]2[cH:49][cH:50][cH:51][cH:52][cH:53]2)[cH:54][cH:55][cH:56][cH:57][cH:58]1>>[O:15]([c:16]1[cH:17][c:18]([C:19](=[O:20])[O:21][CH3:22])[cH:23][c:24]([O:26][CH2:27][c:28]2[cH:29][cH:30][cH:31][cH:32][cH:33]2)[cH:25]1)[CH:36]([CH2:35][F:34])[CH2:37][F:38]. Reactants: COC(=O)[C@@H]1NC([C@H](SC(C2=C(COC1)C(=CC(=C2C)O[Si](C)(C)C(C)(C)C)O[Si](C)(C)C(C)(C)C)=O)C)=O ((4R,7R)-11,13-bis-(tert-butyl-dimethylsilanyloxy)-7,10-dimethyl-6,9-dioxo-3,4,5,6,7,9-hexahydro-1H-8,2,5-benzoxathiaazacyclo-undecine-4-carboxylic acid methyl ester), [F-].[NH4+] (ammonium fluoride). Solvent: CO (methanol). Conditions: time 1 hour. Yields the product COC(=O)[C@@H]1NC([C@H](SC(C2=C(COC1)C(=CC(=C2C)O)O)=O)C)=O ((4R,7R)-11,13-dihydroxy-7,10-dimethyl-6,9-dioxo-3,4,5,6,7,9-hexahydro-1H-8,2,5-benzoxathiaazacycloundecine-4-carboxylic acid methyl ester). The yield is 60.1%. Reaction SMILES: [CH3:1][O:2][C:3]([C@H:5]1[CH2:15][O:14][CH2:13][C:12]2[C:16]([O:29][Si](C(C)(C)C)(C)C)=[CH:17][C:18]([O:21][Si](C(C)(C)C)(C)C)=[C:19]([CH3:20])[C:11]=2[C:10](=[O:37])[S:9][C@H:8]([CH3:38])[C:7](=[O:39])[NH:6]1)=[O:4].[F-].[NH4+]>CO>[CH3:1][O:2][C:3]([C@H:5]1[CH2:15][O:14][CH2:13][C:12]2[C:16]([OH:29])=[CH:17][C:18]([OH:21])=[C:19]([CH3:20])[C:11]=2[C:10](=[O:37])[S:9][C@H:8]([CH3:38])[C:7](=[O:39])[NH:6]1)=[O:4] |f:1.2|. Reported procedure: A mixture of 35 mg of (4R,7R)-11,13-bis-(tert-butyl-dimethylsilanyloxy)-7,10-dimethyl-6,9-dioxo-3,4,5,6,7,9-hexahydro-1H-8,2,5-benzoxathiaazacyclo-undecine-4-carboxylic acid methyl ester and 20 mg ammonium fluoride in 2 ml of methanol was stirred at room temperature for 1 h. The solvent was evaporated in vacuo and the residue was chromatographed on silica gel using ethyl acetate as eluent. The pure product was crystallized from dichloromethane to give 13 mg of (4R,7R)-11,13-dihydroxy-7,10-dimeth... The reactants are O=C([O-])[O-], CC1(C)CCNc2cc(Br)ccc21, [Cu]I, Ic1ccccc1, [K+], [K+], O. The product is CC1(C)CCN(c2ccccc2)c2cc(Br)ccc21. RXN SMILES: [C:21](=[O:22])([O-:23])[O-:24].[CH3:1][C:2]1([CH3:13])[CH2:3][CH2:4][NH:5][c:6]2[cH:7][c:8]([Br:12])[cH:9][cH:10][c:11]21.[Cu:27][I:28].[I:14][c:15]1[cH:16][cH:17][cH:18][cH:19][cH:20]1.[K+:25].[K+:26].[OH2:29]>>[CH3:1][C:2]1([CH3:13])[CH2:3][CH2:4][N:5]([c:15]2[cH:16][cH:17][cH:18][cH:19][cH:20]2)[c:6]2[cH:7][c:8]([Br:12])[cH:9][cH:10][c:11]21. The reactants are CCN=C=NCCCN(C)C, CN1CCOCC1, Nc1cccc(C(c2cc(F)ccc2F)S(=O)(=O)c2ccc(Cl)cc2)n1, ClCCl, Cl, Cl, On1nnc2ccccc21, O=C(O)Cc1ccccn1. Yields the product O=C(Cc1ccccn1)Nc1cccc(C(c2cc(F)ccc2F)S(=O)(=O)c2ccc(Cl)cc2)n1. Reaction SMILES: [CH2:45]([N:46]=[C:47]=[N:48][CH2:49][CH2:50][CH2:51][N:52]([CH3:53])[CH3:54])[CH3:55].[CH3:27][N:28]1[CH2:29][CH2:30][O:31][CH2:32][CH2:33]1.[Cl:1][c:2]1[cH:3][cH:4][c:5]([S:8](=[O:9])(=[O:10])[CH:11]([c:12]2[cH:13][cH:14][cH:15][c:16]([NH2:18])[n:17]2)[c:19]2[c:20]([F:26])[cH:21][cH:22][c:23]([F:25])[cH:24]2)[cH:6][cH:7]1.[Cl:67][CH2:68][Cl:69].[ClH:44].[ClH:56].[OH:34][n:35]1[c:36]2[cH:37][cH:38][cH:39][cH:40][c:41]2[n:42][n:43]1.[n:57]1[c:58]([CH2:63][C:64](=[O:65])[OH:66])[cH:59][cH:60][cH:61][cH:62]1>>[Cl:1][c:2]1[cH:3][cH:4][c:5]([S:8](=[O:9])(=[O:10])[CH:11]([c:12]2[cH:13][cH:14][cH:15][c:16]([NH:18][C:64]([CH2:63][c:58]3[n:57][cH:62][cH:61][cH:60][cH:59]3)=[O:65])[n:17]2)[c:19]2[c:20]([F:26])[cH:21][cH:22][c:23]([F:25])[cH:24]2)[cH:6][cH:7]1. Reactants: N (ammonia), ClC=1C(=C2N=C(C(=NC2=CC1)Cl)Cl)Cl (tetrachloroquinoxaline), CN(C)C=O (DMF), [Na+].CS(=O)[O-] (methanesulfinic acid sodium salt). Reaction conditions: temperature 0 celsius, time 20 minute. Product: ClC=1C=C2N=C(C(=NC2=CC1Cl)N)S(=O)(=O)C ((6,7-Dichloro-3-methylsulfonylquinoxalin-2-yl)amine). RXN SMILES: [NH3:1].[Cl:2][C:3]1[C:4]([Cl:15])=[C:5]2[C:10](=C[CH:12]=1)[N:9]=[C:8](Cl)C(Cl)=N2.[Na+].[CH3:17][S:18]([O-:20])=[O:19].C[N:22]([CH:24]=O)[CH3:23]>>[Cl:2][C:3]1[CH:12]=[C:23]2[C:10](=[CH:5][C:4]=1[Cl:15])[N:9]=[C:8]([NH2:1])[C:24]([S:18]([CH3:17])(=[O:20])=[O:19])=[N:22]2 |f:2.3|. Reported procedure: Dry ammonia gas was bubbled through a solution of tetrachloroquinoxaline (260 mg, 0.97 mmol) in dry DMF (20 ml), while stirring at 0° C. After 20 minutes, the reaction was allowed to warm to room temperature and bubbling was continued for an additional 15 minutes. The reaction mixture was then concentrated to dryness in vacuo. To a suspension of the resulting 2,6,7-trichloro-3-aminoquinoxaline in DMF was added methanesulfinic acid sodium salt (230 mg, 2.2 mmol). The reaction was stirred overnigh...